This data is from the Open Reaction Database (ORD), a public repository of structured organic reaction records. The task is: describe an organic reaction: reactants, conditions, products, and yield Procedure: A solution of bromoacetyl chloride (2.00 mL, 24.2 mmol) in anhydrous dichloromethane (20 mL) was added dropwise to a cold (0° C.) mixture of 2-hydroxy-1,2-di-(4-ethylphenyl)ethanone (IX; 6.5 g, 24.2 mmol) and N-methylmorpholine (NMM; 2.7 mL, 24.2 mmol) in anhydrous dichloromethane (180 mL). The mixture was stirred at 0° C. for 1 h and at ambient temperature for 2 h before additional 2-hydroxy-1,2-di-(4-ethylphenyl)ethanone (0.5 mL) and NMM (0.6 mL) were added to aid in completion. After 1 h, the... RXN SMILES: Br[CH2:2][C:3]([O:5][CH:6]([C:17]1[CH:22]=[CH:21][C:20]([CH2:23][CH3:24])=[CH:19][CH:18]=1)[C:7]([C:9]1[CH:14]=[CH:13][C:12]([CH2:15][CH3:16])=[CH:11][CH:10]=1)=[O:8])=[O:4].C(=O)([O-])[O-].[Na+].[Na+].[I-].[Na+].[CH3:33][C:34]1[CH:39]=[CH:38][CH:37]=[C:36]([CH3:40])[C:35]=1[NH:41][C:42](=[O:50])[CH2:43][N:44]1[CH2:49][CH2:48][NH:47][CH2:46][CH2:45]1>C(#N)C>[CH3:33][C:34]1[CH:39]=[CH:38][CH:37]=[C:36]([CH3:40])[C:35]=1[NH:41][C:42]([CH2:43][N:44]1[CH2:45][CH2:46][N:47]([CH2:2][C:3]([O:5][CH:6]([C:17]2[CH:22]=[CH:21][C:20]([CH2:23][CH3:24])=[CH:19][CH:18]=2)[C:7](=[O:8])[C:9]2[CH:14]=[CH:13][C:12]([CH2:15][CH3:16])=[CH:11][CH:10]=2)=[O:4])[CH2:48][CH2:49]1)=[O:50] |f:1.2.3,4.5|. Solvent: C(C)#N (acetonitrile). Product: CC1=C(C(=CC=C1)C)NC(=O)CN1CCN(CC1)CC(=O)OC(C(C1=CC=C(C=C1)CC)=O)C1=CC=C(C=C1)CC (2-oxo-1,2-di-(4-ethylphenyl)ethyl 4-[[[(2,6-dimethylphenyl) amino]carbonyl]-methyl]-1-piperazineacetate). Starting materials: BrCC(=O)OC(C(=O)C1=CC=C(C=C1)CC)C1=CC=C(C=C1)CC (bromoacetoxy-1,2-di-(4-ethylphenyl)ethanone), C([O-])([O-])=O.[Na+].[Na+] (sodium carbonate), [I-].[Na+] (sodium iodide), CC1=C(C(=CC=C1)C)NC(CN1CCNCC1)=O (N-(2,6-dimethylphenyl)-1-piperazineacetamide). Run at temperature 80 celsius. Isolated yield 75.6%. The reactants are COCCOC, CC(C)(C)[O-], CC1CC2(CCC1N)OCCO2, CCOC(C)=O, N#Cc1cnc(Cl)c2c1[nH]c1cc(Cl)ccc12, [Na+], O=C(C=Cc1ccccc1)C=Cc1ccccc1, O=C(C=Cc1ccccc1)C=Cc1ccccc1, O=C(C=Cc1ccccc1)C=Cc1ccccc1, [Pd], [Pd], c1ccc(P(c2ccccc2)c2ccc3ccccc3c2-c2c(P(c3ccccc3)c3ccccc3)ccc3ccccc23)cc1. The product is CC1CC2(CCC1Nc1ncc(C#N)c3[nH]c4cc(Cl)ccc4c13)OCCO2. As a reaction SMILES: [CH3:144][O:145][CH2:146][CH2:147][O:148][CH3:149].[CH3:64][C:65]([CH3:66])([O-:67])[CH3:68].[CH3:70][CH:71]1[CH2:72][C:73]2([O:74][CH2:75][CH2:76][O:77]2)[CH2:78][CH2:79][CH:80]1[NH2:81].[CH3:82][CH2:83][O:84][C:85]([CH3:86])=[O:87].[Cl:1][c:2]1[n:3][cH:4][c:5]([C:16]#[N:17])[c:6]2[nH:7][c:8]3[cH:9][c:10]([Cl:15])[cH:11][cH:12][c:13]3[c:14]12.[Na+:69].[O:108]=[C:109]([CH:110]=[CH:111][c:112]1[cH:113][cH:114][cH:115][cH:116][cH:117]1)[CH:118]=[CH:119][c:120]1[cH:121][cH:122][cH:123][cH:124][cH:125]1.[O:126]=[C:127]([CH:128]=[CH:129][c:130]1[cH:131][cH:132][cH:133][cH:134][cH:135]1)[CH:136]=[CH:137][c:138]1[cH:139][cH:140][cH:141][cH:142][cH:143]1.[O:90]=[C:91]([CH:92]=[CH:93][c:94]1[cH:95][cH:96][cH:97][cH:98][cH:99]1)[CH:100]=[CH:101][c:102]1[cH:103][cH:104][cH:105][cH:106][cH:107]1.[Pd:88].[Pd:89].[cH:18]1[cH:19][cH:20][c:21]([P:22]([c:23]2[cH:24][cH:25][c:26]3[c:27]([cH:28][cH:29][cH:30][cH:31]3)[c:32]2-[c:33]2[c:34]3[c:35]([cH:36][cH:37][cH:38][cH:39]3)[cH:40][cH:41][c:42]2[P:43]([c:44]2[cH:45][cH:46][cH:47][cH:48][cH:49]2)[c:50]2[cH:51][cH:52][cH:53][cH:54][cH:55]2)[c:56]2[cH:57][cH:58][cH:59][cH:60][cH:61]2)[cH:62][cH:63]1>>[c:2]1([NH:81][CH:80]2[CH:71]([CH3:70])[CH2:72][C:73]3([O:74][CH2:75][CH2:76][O:77]3)[CH2:78][CH2:79]2)[n:3][cH:4][c:5]([C:16]#[N:17])[c:6]2[nH:7][c:8]3[cH:9][c:10]([Cl:15])[cH:11][cH:12][c:13]3[c:14]12.